describe an organic reaction: reactants, conditions, products, and yield From a dataset of the Open Reaction Database (ORD), a public repository of structured organic reaction records. Reactants: CC1=CC=C(C(=O)N=C=S)C=C1 (4-Methyl-benzoyl isothiocyanate), S(=O)(=O)([O-])S(=O)[O-].[Na+].[Na+] (sodium metabisulfite), C(C)OC(=O)C1=CN(C(=C1)N)C(C)(C)C (5-amino-1-tert-butyl-1H-pyrrole-3-carboxylic acid ethyl ester), IN1C(CCC1=O)=O (N-iodosuccinimide). Run in C1CCOC1 (THF). Reaction conditions: temperature 0 celsius. The product is C(C)OC(=O)C1=CN(C=2N=C(SC21)NC(C2=CC=C(C=C2)C)=O)C(C)(C)C (4-Tert-Butyl-2-(4-methyl-benzoylamino)-4H-pyrrolo[2,3-d]thiazole-6-carboxylic acid ethyl ester). The yield is 41.0%. RXN SMILES: [CH3:1][C:2]1[CH:12]=[CH:11][C:5]([C:6]([N:8]=[C:9]=[S:10])=[O:7])=[CH:4][CH:3]=1.[CH2:13]([O:15][C:16]([C:18]1[CH:22]=[C:21]([NH2:23])[N:20]([C:24]([CH3:27])([CH3:26])[CH3:25])[CH:19]=1)=[O:17])[CH3:14].IN1C(=O)CCC1=O.S(S([O-])=O)([O-])(=O)=O.[Na+].[Na+]>C1COCC1>[CH2:13]([O:15][C:16]([C:18]1[C:22]2[S:10][C:9]([NH:8][C:6](=[O:7])[C:5]3[CH:4]=[CH:3][C:2]([CH3:1])=[CH:12][CH:11]=3)=[N:23][C:21]=2[N:20]([C:24]([CH3:25])([CH3:27])[CH3:26])[CH:19]=1)=[O:17])[CH3:14] |f:3.4.5|. Procedure details: 4-Methyl-benzoyl isothiocyanate (4.5 ml, 29.5 mmol) was added neat, via syringe under N2 blanket, to a stirred solution of 5-amino-1-tert-butyl-1H-pyrrole-3-carboxylic acid ethyl ester (5.6 g, 26.6 mmol) in anhydrous THF (270 ml), and brought to reflux for 1.5 hours. The solution was chilled to 0° C., then neat N-iodosuccinimide (6.6 g, 29.3 mmol) was added, and the solution was allowed to stir and warm to ambient temperature overnight for 16 hours. Reaction was slowly poured into a stirred 10% ... Starting materials: COC(COC1=CC=C(C=C1)CC=1C(=NN2C1N=C(C=C2C)C)CC)=O ([4-(2-ethyl-5,7-dimethyl-pyrazolo[1,5-a]pyrimidin-3-ylmethyl)-phenoxy]-acetic acid methyl ester), [H-].[H-].[H-].[H-].[Li+].[Al+3] (LiAlH4). Run in C1CCOC1 (THF). Run at time 3 hour. The product is C(C)C1=NN2C(N=C(C=C2C)C)=C1CC1=CC=C(OCCO)C=C1 (2-[4-(2-ethyl-5,7-dimethyl-pyrazolo[1,5-a]pyrimidin-3-ylmethyl)-phenoxy]-ethanol). RXN SMILES: C[O:2][C:3](=O)[CH2:4][O:5][C:6]1[CH:11]=[CH:10][C:9]([CH2:12][C:13]2[C:14]([CH2:24][CH3:25])=[N:15][N:16]3[C:21]([CH3:22])=[CH:20][C:19]([CH3:23])=[N:18][C:17]=23)=[CH:8][CH:7]=1.[H-].[H-].[H-].[H-].[Li+].[Al+3]>C1COCC1>[CH2:24]([C:14]1[C:13]([CH2:12][C:9]2[CH:8]=[CH:7][C:6]([O:5][CH2:4][CH2:3][OH:2])=[CH:11][CH:10]=2)=[C:17]2[N:18]=[C:19]([CH3:23])[CH:20]=[C:21]([CH3:22])[N:16]2[N:15]=1)[CH3:25] |f:1.2.3.4.5.6|. Reported procedure: [4-(2-Ethyl-5,7-dimethyl-pyrazolo[1,5-a]pyrimidin-3-ylmethyl)-phenoxy]-acetic acid methyl ester (9) (1.2 g, 3.40 mmol) was dissolved in 36 ml of THF. LiAlH4 (1.867 ml, 3.73 mmol) was added slowly to the reaction mixture and stirring was continued for 3 h at rt. The mixture was quenched with water and washed twice with CH2 Cl2. The aqueous layer was acidified with 1N HCl to pH3 and three times extracted with CH2 Cl2. The combined organic layers were washed with water and NaCl-solution, dried over...